Dataset: the Open Reaction Database (ORD), a public repository of structured organic reaction records. Task: describe an organic reaction: reactants, conditions, products, and yield The reactants are COC(=O)C1=Cc2cc(Br)c(C)cc2N(CC(C)C)CCC1, O=C([O-])[O-], CCCCOCCOc1ccc(OB(O)O)cc1, Cc1ccccc1, CCO, [K+], [K+], O, c1ccc(P(c2ccccc2)(c2ccccc2)[Pd](P(c2ccccc2)(c2ccccc2)c2ccccc2)(P(c2ccccc2)(c2ccccc2)c2ccccc2)P(c2ccccc2)(c2ccccc2)c2ccccc2)cc1. Product: CCCCOCCOc1ccc(-c2cc3c(cc2C)N(CC(C)C)CCCC(C(=O)OC)=C3)cc1. As a reaction SMILES: [Br:1][c:2]1[c:3]([CH3:22])[cH:4][c:5]2[c:6]([cH:21]1)[CH:7]=[C:8]([C:17](=[O:18])[O:19][CH3:20])[CH2:9][CH2:10][CH2:11][N:12]2[CH2:13][CH:14]([CH3:15])[CH3:16].[C:41](=[O:42])([O-:43])[O-:44].[CH2:23]([CH2:24][CH2:25][CH3:26])[O:27][CH2:28][CH2:29][O:30][c:31]1[cH:32][cH:33][c:34]([O:37][B:38]([OH:39])[OH:40])[cH:35][cH:36]1.[CH3:47][c:48]1[cH:49][cH:50][cH:51][cH:52][cH:53]1.[CH3:54][CH2:55][OH:56].[K+:45].[K+:46].[OH2:57].[cH:58]1[cH:59][cH:60][c:61]([P:62]([Pd:63]([P:64]([c:65]2[cH:66][cH:67][cH:68][cH:69][cH:70]2)([c:71]2[cH:72][cH:73][cH:74][cH:75][cH:76]2)[c:77]2[cH:78][cH:79][cH:80][cH:81][cH:82]2)([P:83]([c:84]2[cH:85][cH:86][cH:87][cH:88][cH:89]2)([c:90]2[cH:91][cH:92][cH:93][cH:94][cH:95]2)[c:96]2[cH:97][cH:98][cH:99][cH:100][cH:101]2)[P:102]([c:103]2[cH:104][cH:105][cH:106][cH:107][cH:108]2)([c:109]2[cH:110][cH:111][cH:112][cH:113][cH:114]2)[c:115]2[cH:116][cH:117][cH:118][cH:119][cH:120]2)([c:121]2[cH:122][cH:123][cH:124][cH:125][cH:126]2)[c:127]2[cH:128][cH:129][cH:130][cH:131][cH:132]2)[cH:133][cH:134]1>>[c:2]1(-[c:34]2[cH:33][cH:32][c:31]([O:30][CH2:29][CH2:28][O:27][CH2:23][CH2:24][CH2:25][CH3:26])[cH:36][cH:35]2)[c:3]([CH3:22])[cH:4][c:5]2[c:6]([cH:21]1)[CH:7]=[C:8]([C:17](=[O:18])[O:19][CH3:20])[CH2:9][CH2:10][CH2:11][N:12]2[CH2:13][CH:14]([CH3:15])[CH3:16]. The reactants are Cl.N1=CC=CC=C1 (pyridine hydrochloride), ClCCCCCNC1=C(C(=NC(=C1C)C)OC1=CC=CC=C1)N (N4-(5-chloropentyl)-5,6-dimethyl-2-phenoxypyridine-3,4-diamine), COC(CCC)(OC)OC (Trimethylorthobutyrate). Solvent: hexanes, C1(=CC=CC=C1)C (toluene). Product: ClCCCCCN1C(=NC=2C(=NC(=C(C21)C)C)OC2=CC=CC=C2)CCC (1-(5-chloropentyl)-6,7-dimethyl-4-phenoxy-2-propyl-1H-imidazo[4,5-c]pyridine). The yield is 219.3%. RXN SMILES: Cl.N1C=[CH:6][CH:5]=[CH:4][CH:3]=1.[Cl:8][CH2:9][CH2:10][CH2:11][CH2:12][CH2:13][NH:14][C:15]1[C:20]([CH3:21])=[C:19]([CH3:22])[N:18]=[C:17]([O:23][C:24]2[CH:29]=[CH:28][CH:27]=[CH:26][CH:25]=2)[C:16]=1[NH2:30].COC(OC)(OC)CCC>C1(C)C=CC=CC=1>[Cl:8][CH2:9][CH2:10][CH2:11][CH2:12][CH2:13][N:14]1[C:15]2[C:20]([CH3:21])=[C:19]([CH3:22])[N:18]=[C:17]([O:23][C:24]3[CH:25]=[CH:26][CH:27]=[CH:28][CH:29]=3)[C:16]=2[N:30]=[C:3]1[CH2:4][CH2:5][CH3:6] |f:0.1|. Procedure details: Under a nitrogen atmosphere, pyridine hydrochloride (4.2 g, 36.4 mmol) was added in small amounts to a solution of N4-(5-chloropentyl)-5,6-dimethyl-2-phenoxypyridine-3,4-diamine (32.4 g, 97.0 mmol) in toluene (500 mL). Trimethylorthobutyrate (17 mL, 107 mmol) was then added, and the reaction was heated at reflux for two hours. The solvent was removed under reduced pressure, and the residue was dissolved in ethyl acetate (500 mL). The solution was washed with water (3×80 mL) and brine (1×40 mL), ... Reactants: BrC1=CC(=C(C=C1)O)C (4-bromo-2-methylphenol), C1(=CC=CC=C1)B(O)O (phenyl boronic acid), CO[C@H]1[C@@H](C[C@@H]2CN3CCC4=C([C@H]3C[C@@H]2[C@@H]1C(=O)OC)NC5=C4C=CC(=C5)OC)OC(=O)C6=CC(=C(C(=C6)OC)OC)OC (Hypersil), BrC1=CC(=C(C=C1)OC1=CC=CC=C1)Cl (4-bromo-2-chloro-1-phenoxybenzene). Solvent: C(C)#N (acetonitrile). Yields the product BrC1=CC(=C(C=C1)OC1=CC=CC=C1)C (4-Bromo-2-methyl-1-phenoxybenzene). Isolated yield 35.0%. Reaction SMILES: [Br:1][C:2]1[CH:7]=[CH:6][C:5]([OH:8])=[C:4]([CH3:9])[CH:3]=1.[C:10]1(B(O)O)[CH:15]=[CH:14][CH:13]=[CH:12][CH:11]=1.BrC1C=CC(OC2C=CC=CC=2)=C(Cl)C=1.CO[C@@H]1[C@@H](C(OC)=O)[C@@H]2[C@@H](CN3[C@H](C2)C2NC4C=C(OC)C=CC=4C=2CC3)C[C@H]1OC(C1C=C(OC)C(OC)=C(OC)C=1)=O>C(#N)C>[Br:1][C:2]1[CH:7]=[CH:6][C:5]([O:8][C:10]2[CH:15]=[CH:14][CH:13]=[CH:12][CH:11]=2)=[C:4]([CH3:9])[CH:3]=1. Procedure: The title compound was prepared in a 35% yield from 4-bromo-2-methylphenol and phenyl boronic acid in a manner similar to that described for the preparation of 4-bromo-2-chloro-1-phenoxybenzene: 1H NMR (DMSO-d6, 400 MHz) δ 7.54(s, 1H), 7.35(m, 3H), 7.12(t, 1H), 6.93(d, 2H), 6.82(d, 2H), 2.18(s, 3H); RP-HPLC (Hypersil HS, 5 μm, 100 A, 4.6×250 mm; 25%-100% acetonitrile—0.05 M ammonium acetate over 10 min, 1 mmin) tr 14.25min. The reactants are COC(=O)[C@H]1N(C[C@@H](C1)S(=O)(=O)C)C(CC(C)=O)=S ((2S,4R)-4-methanesulfonyl-1-(3-oxo-thiobutyryl)-pyrrolidine-2-carboxylic acid methyl ester), C(C1=CC=CC=C1)NN (benzylhydrazine). Yields the product COC(=O)[C@H]1N(C[C@@H](C1)S(=O)(=O)C)C=1N(N=C(C1)C)CC1=CC=CC=C1 ((2S,4R)-1-(2-Benzyl-5-methyl-2H-pyrazol-3-yl)-4-methanesulfonyl-pyrrolidine-2-carboxylic acid methyl ester). Reaction SMILES: [CH3:1][O:2][C:3]([C@@H:5]1[CH2:9][C@@H:8]([S:10]([CH3:13])(=[O:12])=[O:11])[CH2:7][N:6]1[C:14](=S)[CH2:15][C:16](=O)[CH3:17])=[O:4].[CH2:20]([NH:27][NH2:28])[C:21]1[CH:26]=[CH:25][CH:24]=[CH:23][CH:22]=1>>[CH3:1][O:2][C:3]([C@@H:5]1[CH2:9][C@@H:8]([S:10]([CH3:13])(=[O:12])=[O:11])[CH2:7][N:6]1[C:14]1[N:27]([CH2:20][C:21]2[CH:26]=[CH:25][CH:24]=[CH:23][CH:22]=2)[N:28]=[C:16]([CH3:17])[CH:15]=1)=[O:4]. Procedure: In analogy to the procedure described in example 192 h, (2S,4R)-4-methanesulfonyl-1-(3-oxo-thiobutyryl)-pyrrolidine-2-carboxylic acid methyl ester (example 448c) was reacted with benzylhydrazine (CAS Reg. No. 555-96-4) to give the title compound. MS (ESI): m/z=378.5 [M+H]+. Starting materials: COc1c(Br)c(CBr)c(OC)c(OC)c1OC, O=C([O-])[O-], CCOC(=O)C(C(=O)OCC)c1ccc(OCc2ccccc2)cc1, [K+], [K+], CN(C)C=O, O. Product: CCOC(=O)C(Cc1c(Br)c(OC)c(OC)c(OC)c1OC)(C(=O)OCC)c1ccc(OCc2ccccc2)cc1. RXN SMILES: [Br:31][c:32]1[c:33]([O:46][CH3:47])[c:34]([O:44][CH3:45])[c:35]([O:42][CH3:43])[c:36]([O:40][CH3:41])[c:37]1[CH2:38][Br:39].[C:48](=[O:49])([O-:50])[O-:51].[CH2:6]([c:7]1[cH:8][cH:9][cH:10][cH:11][cH:12]1)[O:13][c:14]1[cH:15][cH:16][c:17]([CH:20]([C:21](=[O:22])[O:23][CH2:24][CH3:25])[C:26](=[O:27])[O:28][CH2:29][CH3:30])[cH:18][cH:19]1.[K+:52].[K+:53].[O:1]=[CH:2][N:3]([CH3:4])[CH3:5].[OH2:54]>>[CH2:6]([c:7]1[cH:8][cH:9][cH:10][cH:11][cH:12]1)[O:13][c:14]1[cH:15][cH:16][c:17]([C:20]([C:21](=[O:22])[O:23][CH2:24][CH3:25])([C:26](=[O:27])[O:28][CH2:29][CH3:30])[CH2:38][c:37]2[c:32]([Br:31])[c:33]([O:46][CH3:47])[c:34]([O:44][CH3:45])[c:35]([O:42][CH3:43])[c:36]2[O:40][CH3:41])[cH:18][cH:19]1. As a reaction SMILES: [Br:1][C:2]1[CH:3]=[C:4]([CH:7]=[C:8]([Br:11])[C:9]=1[OH:10])[CH:5]=O.[NH:12]1[CH2:18][C:16](=[O:17])[NH:15][C:13]1=[S:14].C([O-])(=O)C.[Na+]>C(O)(=O)C>[Br:1][C:2]1[CH:3]=[C:4]([CH:5]=[C:18]2[NH:12][C:13](=[S:14])[NH:15][C:16]2=[O:17])[CH:7]=[C:8]([Br:11])[C:9]=1[OH:10] |f:2.3|. Isolated yield 24.7%. The product is BrC=1C=C(C=C(C1O)Br)C=C1C(NC(N1)=S)=O (5-[(3,5-Dibromo-4-hydroxyphenyl)methylene]-2-thioxo-4-imidazolidinone). Starting materials: BrC=1C=C(C=O)C=C(C1O)Br (3,5-dibromo-4-hydroxybenzaldehyde), N1C(=S)NC(=O)C1 (2-thiohydantoin), C(C)(=O)[O-].[Na+] (sodium acetate). Procedure details: Prepared according to the procedure described in Example 1 using 3,5-dibromo-4-hydroxybenzaldehyde (4.5 g, 16 mmoles), 2-thiohydantoin (1.7 g, 15 mmoles), sodium acetate (4.5 g, 55 mmoles), and acetic acid (35 ml). Recrystallization from ethanol gave the pure product (1.4 g), mp 267° C. (dec). Solvent: C(C)(=O)O (acetic acid). The reactants are CCOC(=O)c1ccc(Br)s1, O=C([O-])[O-], CC1(C)CNCCN1, Cc1ccccc1, [Cs+], [Cs+], CC(=O)[O-], CC(=O)[O-], [Pd+2]. Yields the product CCOC(=O)c1ccc(N2CCNC(C)(C)C2)s1. As a reaction SMILES: [Br:1][c:2]1[cH:3][cH:4][c:5]([C:7](=[O:8])[O:9][CH2:10][CH3:11])[s:6]1.[C:20](=[O:21])([O-:22])[O-:23].[CH3:12][C:13]1([CH3:19])[NH:14][CH2:15][CH2:16][NH:17][CH2:18]1.[CH3:26][c:27]1[cH:28][cH:29][cH:30][cH:31][cH:32]1.[Cs+:24].[Cs+:25].[O-:34][C:35]([CH3:36])=[O:37].[O-:38][C:39]([CH3:40])=[O:41].[Pd+2:33]>>[c:2]1([N:17]2[CH2:16][CH2:15][NH:14][C:13]([CH3:12])([CH3:19])[CH2:18]2)[cH:3][cH:4][c:5]([C:7](=[O:8])[O:9][CH2:10][CH3:11])[s:6]1. Reactants: CCOC(=O)C(Cl)(Cl)CCCCCCSCCCCCc1ccc(Cl)cc1, CCO, Cl, [K+], [OH-]. Product: O=C(O)C(Cl)(Cl)CCCCCCSCCCCCc1ccc(Cl)cc1. Reaction SMILES: [CH2:1]([CH3:2])[O:3][C:4]([C:5]([CH2:6][CH2:7][CH2:8][CH2:9][CH2:10][CH2:11][S:12][CH2:13][CH2:14][CH2:15][CH2:16][CH2:17][c:18]1[cH:19][cH:20][c:21]([Cl:24])[cH:22][cH:23]1)([Cl:25])[Cl:26])=[O:27].[CH3:31][CH2:32][OH:33].[ClH:30].[K+:29].[OH-:28]>>[O:3]=[C:4]([C:5]([CH2:6][CH2:7][CH2:8][CH2:9][CH2:10][CH2:11][S:12][CH2:13][CH2:14][CH2:15][CH2:16][CH2:17][c:18]1[cH:19][cH:20][c:21]([Cl:24])[cH:22][cH:23]1)([Cl:25])[Cl:26])[OH:27]. Starting materials: ClC1=C(CNC(C(OC)OC)=O)C=C(C=C1)Cl (N-(2,5-dichlorobenzyl)-2,2-dimethoxyacetamide), C(=O)(O)[O-].[Na+] (NaHCO3). Run in S(O)(O)(=O)=O (sulfuric acid). Product: ClC1=C2C=C(N=CC2=C(C=C1)Cl)O (5,8-Dichloroisoquinolin-3-ol). Reaction SMILES: [Cl:1][C:2]1[CH:16]=[CH:15][C:14]([Cl:17])=[CH:13][C:3]=1[CH2:4][NH:5][C:6](=[O:12])[CH:7](OC)OC.C([O-])(O)=O.[Na+]>S(=O)(=O)(O)O>[Cl:17][C:14]1[CH:15]=[CH:16][C:2]([Cl:1])=[C:3]2[C:13]=1[CH:7]=[C:6]([OH:12])[N:5]=[CH:4]2 |f:1.2|. Procedure details: A solution of N-(2,5-dichlorobenzyl)-2,2-dimethoxyacetamide (1.0 g, 3.6 mmol) in sulfuric acid (18M; 4 mL) was stirred at 50° C. for 1 h. The reaction mixture was charged with ice and neutralized with NaHCO3. The aqueous mixture was extracted with 5% MeOH in DCM (3×), washed with NaHCO3, dried over sodium sulfate, filtered and concentrated to afford the title compound as yellow solid. MS (ES+): m/z=215.75/217.75 (3:1) [MH+]. HPLC: tR=2.76 min (ZQ2, polar—5 min).